This data is from the Open Reaction Database (ORD), a public repository of structured organic reaction records. The task is: describe an organic reaction: reactants, conditions, products, and yield Starting materials: Cc1cc(C)cc(Sc2ccnc(Nc3cc(Cl)c(O)c(Cl)c3)n2)c1, Cc1cc(C)cc(Sc2ccnc(Cl)n2)c1, Nc1cc(Cl)c(O)c(Cl)c1, C1CCOC1, OCCN1CCCC1, c1ccc(P(c2ccccc2)c2ccccc2)cc1. Product: Cc1cc(C)cc(Sc2ccnc(Nc3cc(Cl)c(OCCN4CCCC4)c(Cl)c3)n2)c1. As a reaction SMILES: [Cl:1][c:2]1[cH:3][c:4]([NH:10][c:11]2[n:12][cH:13][cH:14][c:15]([S:17][c:18]3[cH:19][c:20]([CH3:25])[cH:21][c:22]([CH3:24])[cH:23]3)[n:16]2)[cH:5][c:6]([Cl:9])[c:7]1[OH:8].[Cl:36][c:37]1[n:38][c:39]([S:40][c:41]2[cH:42][c:43]([CH3:44])[cH:45][c:46]([CH3:47])[cH:48]2)[cH:49][cH:50][n:51]1.[NH2:26][c:27]1[cH:28][c:29]([Cl:30])[c:31]([OH:32])[c:33]([Cl:34])[cH:35]1.[O:79]1[CH2:80][CH2:81][CH2:82][CH2:83]1.[OH:71][CH2:72][CH2:73][N:74]1[CH2:75][CH2:76][CH2:77][CH2:78]1.[c:52]1([P:53]([c:54]2[cH:55][cH:56][cH:57][cH:58][cH:59]2)[c:60]2[cH:61][cH:62][cH:63][cH:64][cH:65]2)[cH:66][cH:67][cH:68][cH:69][cH:70]1>>[Cl:1][c:2]1[cH:3][c:4]([NH:10][c:11]2[n:12][cH:13][cH:14][c:15]([S:17][c:18]3[cH:19][c:20]([CH3:25])[cH:21][c:22]([CH3:24])[cH:23]3)[n:16]2)[cH:5][c:6]([Cl:9])[c:7]1[O:8][CH2:72][CH2:73][N:74]1[CH2:75][CH2:76][CH2:77][CH2:78]1. Reactants: C(C)(C)(C)OC(NC1=C(C=CC=C1)C(C1=C(C=CC=C1)Cl)=O)=O ([2-(2-chloro-benzoyl)-phenyl]-carbamic acid tert-butyl ester). Solvent: Cl (HCl), CC(=O)O (AcOH). Run at time 3 hour. The product is NC1=C(C=CC=C1)C(=O)C1=C(C=CC=C1)Cl ((2-amino-phenyl)-(2-chloro-phenyl)-methanone). The yield is 82.2%. RXN SMILES: C(OC(=O)[NH:7][C:8]1[CH:13]=[CH:12][CH:11]=[CH:10][C:9]=1[C:14](=[O:22])[C:15]1[CH:20]=[CH:19][CH:18]=[CH:17][C:16]=1[Cl:21])(C)(C)C>Cl.CC(O)=O>[NH2:7][C:8]1[CH:13]=[CH:12][CH:11]=[CH:10][C:9]=1[C:14]([C:15]1[CH:20]=[CH:19][CH:18]=[CH:17][C:16]=1[Cl:21])=[O:22]. Procedure: Dissolve [2-(2-chloro-benzoyl)-phenyl]-carbamic acid tert-butyl ester (850 mg, 2.6 mmol) in a saturated HCl in AcOH solution (10 mL, ˜3N in HCl), stir at room temperature for 3 hours. Concentrate, add CHCl3 and concentrate (3×) to remove remaining AcOH. Dissolve the residue in 20% i-PrOH/CHCl3, wash with saturated NaHCO3 solution (2×) and brine. Dry the combined organic layers over MgSO4 and concentrate to afford the title compound (495 mg, 83%): MS(IS) 232 (M+1). Starting materials: N-1-(4-bromobenzyl)-1-(pyrid-2-yl)propane-1,3-diamine, N1(C=NC=C1)CCCN=C=S (3-(imidazol-1-yl)propyl isothiocyanate), C1CCOC1 (THF), C1CCOC1 (THF), C(C)OCC (diethyl ether), Br (hydrogen bromide). Procedure: A solution of N-1-(4-bromobenzyl)-1-(pyrid-2-yl)propane-1,3-diamine (616 mg, 1.92 mmol) in THF (15 mL) was treated dropwise with 3-(imidazol-1-yl)propyl isothiocyanate (323 mg, 1.92 mmol) in THF (10 mL) under a nitrogen atmosphere. After stirring overnight at room temperature, the solid was filtered. Evaporation of the filtrate under reduced pressure gave a yellow oil which was dissolved in methanol and acidified with methanolic hydrogen bromide. Addition of diethyl ether afforded a cloudy solut... The product is Br.Br.BrC1=CC=C(CN(C2=NC=CC=C2)CCCNC(=S)NCCCN2C=NC=C2)C=C1 (1-(3-(N-(4-Bromobenzyl)-N-(pyridin-2-yl)amino)propyl)-3-(3-(imidazol-1-yl)propyl)thiourea dihydrobromide). Run at time 8 hour. The yield is 75.0%. RXN SMILES: [N:1]1([CH2:6][CH2:7][CH2:8][N:9]=[C:10]=[S:11])[CH:5]=[CH:4][N:3]=[CH:2]1.[BrH:12].C(O[CH2:16][CH3:17])C.[CH2:18]1[CH2:22]O[CH2:20][CH2:19]1>CO>[BrH:12].[BrH:12].[Br:12][C:17]1[CH:16]=[CH:22][C:18]([CH2:5][N:1]([CH2:6][CH2:7][CH2:8][NH:9][C:10]([NH:9][CH2:8][CH2:7][CH2:6][N:1]2[CH:5]=[CH:4][N:3]=[CH:2]2)=[S:11])[C:2]2[CH:20]=[CH:19][CH:18]=[CH:22][N:3]=2)=[CH:19][CH:20]=1 |f:5.6.7|. Run in CO (methanol). Reactants: O=C(O)CCc1c[nH]c2c1CCCC2, CN(C)C=O, ClCCl, O, O=P(Cl)(Cl)Cl. The product is O=Cc1[nH]c2c(c1CCC(=O)O)CCCC2. RXN SMILES: [C:11](=[O:12])([OH:13])[CH2:14][CH2:15][c:16]1[cH:17][nH:18][c:19]2[c:24]1[CH2:23][CH2:22][CH2:21][CH2:20]2.[CH3:1][N:2]([CH:3]=[O:4])[CH3:5].[Cl:25][CH2:26][Cl:27].[OH2:28].[P:6]([Cl:7])([Cl:8])([Cl:9])=[O:10]>>[CH:3](=[O:4])[c:17]1[c:16]([CH2:15][CH2:14][C:11](=[O:12])[OH:13])[c:24]2[c:19]([nH:18]1)[CH2:20][CH2:21][CH2:22][CH2:23]2. The reactants are CC(C)(C)OC(=O)n1nc(C2CCC2)c2ccc(O[Si](c3ccccc3)(c3ccccc3)C(C)(C)C)cc21, C1CCOC1, O. Yields the product CC(C)(C)OC(=O)n1nc(C2CCC2)c2ccc(O)cc21. Reaction SMILES: [C:1]([CH3:2])([CH3:3])([CH3:4])[O:5][C:6](=[O:7])[n:8]1[n:9][c:10]([CH:35]2[CH2:36][CH2:37][CH2:38]2)[c:11]2[cH:12][cH:13][c:14]([O:17][Si:18]([C:19]([CH3:20])([CH3:21])[CH3:22])([c:23]3[cH:24][cH:25][cH:26][cH:27][cH:28]3)[c:29]3[cH:30][cH:31][cH:32][cH:33][cH:34]3)[cH:15][c:16]12.[CH2:40]1[O:41][CH2:42][CH2:43][CH2:44]1.[OH2:39]>>[C:1]([CH3:2])([CH3:3])([CH3:4])[O:5][C:6](=[O:7])[n:8]1[n:9][c:10]([CH:35]2[CH2:36][CH2:37][CH2:38]2)[c:11]2[cH:12][cH:13][c:14]([OH:17])[cH:15][c:16]12. As a reaction SMILES: [CH3:1][N:2]([CH2:3][CH2:4][N:5]([C:6]([CH2:7][O:8][CH:9]1[CH2:10][CH2:11][CH:12]([NH:15][CH3:16])[CH2:13][CH2:14]1)=[O:17])[CH3:18])[CH3:19].[CH:20]([N:21]([CH2:22][CH3:23])[CH:24]([CH3:25])[CH3:26])([CH3:27])[CH3:28].[Cl:29][C:30](=[O:31])[O:32][c:33]1[cH:34][cH:35][c:36]([Br:39])[cH:37][cH:38]1.[Cl:45][CH2:46][Cl:47].[Na+:44].[O-:40][C:41]([OH:42])=[O:43]>>[CH3:1][N:2]([CH2:3][CH2:4][N:5]([C:6]([CH2:7][O:8][CH:9]1[CH2:10][CH2:11][CH:12]([N:15]([CH3:16])[C:30](=[O:31])[O:32][c:33]2[cH:34][cH:35][c:36]([Br:39])[cH:37][cH:38]2)[CH2:13][CH2:14]1)=[O:17])[CH3:18])[CH3:19]. The product is CN(C)CCN(C)C(=O)COC1CCC(N(C)C(=O)Oc2ccc(Br)cc2)CC1. The reactants are CNC1CCC(OCC(=O)N(C)CCN(C)C)CC1, CCN(C(C)C)C(C)C, O=C(Cl)Oc1ccc(Br)cc1, ClCCl, [Na+], O=C([O-])O. Reactants: 156538h, N1CC1 (aziridine), [N+](=O)([O-])C1=C(C(=O)N)C=C(C=C1)F (2-nitro-5-fluorobenzamide), O (water). Run in CS(=O)C (DMSO). Run at temperature -5 celsius. The product is N1(CC1)C=1C=CC(=C(C(=O)N)C1)[N+](=O)[O-] (5-(aziridin-1-yl)-2-nitrobenzamide). Isolated yield 47.0%. RXN SMILES: [N+:1]([C:4]1[CH:12]=[CH:11][C:10](F)=[CH:9][C:5]=1[C:6]([NH2:8])=[O:7])([O-:3])=[O:2].[NH:14]1[CH2:16][CH2:15]1.O>CS(C)=O>[N:14]1([C:10]2[CH:11]=[CH:12][C:4]([N+:1]([O-:3])=[O:2])=[C:5]([CH:9]=2)[C:6]([NH2:8])=[O:7])[CH2:16][CH2:15]1. Procedure details: A stirred solution of 2-nitro-5-fluorobenzamide (Orrin, Eur. Pat. Appl. 19,388; Chem. Abstr. 1981, 94, 156538h) (480 mg, 2.61 mmol) in dry DMSO (2 mL) was treated with aziridine (0.54 mL, 10.4 mmol) at room temperature under N2 for 48 h, then poured into cold water (50 mL). Prolonged cooling at −5° C. gave a crystalline product that was collected and filtered throuhg a column of silica gel in EtOAc to give 11 (256 mg, 47%), mp (EtOAc) 172-174° C. 1H NMR [(CD3)2SO] δ8.01 & 7.61 (2xs, 2H, CONH2), ...